From a dataset of the Open Reaction Database (ORD), a public repository of structured organic reaction records. describe an organic reaction: reactants, conditions, products, and yield Starting materials: Cc1cc(C)c(CNC(=O)c2cc(Br)cc(N(C)C3CCOCC3)c2C)c(=O)[nH]1, O=C([O-])[O-], CC1(C)OB(c2cnn(CCN3CCOCC3)c2)OC1(C)C, [Na+], [Na+], C1COCCO1, O, c1ccc(P(c2ccccc2)(c2ccccc2)[Pd](P(c2ccccc2)(c2ccccc2)c2ccccc2)(P(c2ccccc2)(c2ccccc2)c2ccccc2)P(c2ccccc2)(c2ccccc2)c2ccccc2)cc1. Reaction SMILES: [Br:1][c:2]1[cH:3][c:4]([N:22]([CH:23]2[CH2:24][CH2:25][O:26][CH2:27][CH2:28]2)[CH3:29])[c:5]([CH3:21])[c:6]([C:7](=[O:8])[NH:9][CH2:10][c:11]2[c:12](=[O:19])[nH:13][c:14]([CH3:18])[cH:15][c:16]2[CH3:17])[cH:20]1.[C:52](=[O:53])([O-:54])[O-:55].[CH3:30][C:31]1([CH3:32])[C:33]([CH3:34])([CH3:35])[O:36][B:37]([c:38]2[cH:39][n:40][n:41]([CH2:43][CH2:44][N:45]3[CH2:46][CH2:47][O:48][CH2:49][CH2:50]3)[cH:42]2)[O:51]1.[Na+:56].[Na+:57].[O:59]1[CH2:60][CH2:61][O:62][CH2:63][CH2:64]1.[OH2:58].[cH:65]1[cH:66][cH:67][c:68]([P:69]([Pd:70]([P:71]([c:72]2[cH:73][cH:74][cH:75][cH:76][cH:77]2)([c:78]2[cH:79][cH:80][cH:81][cH:82][cH:83]2)[c:84]2[cH:85][cH:86][cH:87][cH:88][cH:89]2)([P:90]([c:91]2[cH:92][cH:93][cH:94][cH:95][cH:96]2)([c:97]2[cH:98][cH:99][cH:100][cH:101][cH:102]2)[c:103]2[cH:104][cH:105][cH:106][cH:107][cH:108]2)[P:109]([c:110]2[cH:111][cH:112][cH:113][cH:114][cH:115]2)([c:116]2[cH:117][cH:118][cH:119][cH:120][cH:121]2)[c:122]2[cH:123][cH:124][cH:125][cH:126][cH:127]2)([c:128]2[cH:129][cH:130][cH:131][cH:132][cH:133]2)[c:134]2[cH:135][cH:136][cH:137][cH:138][cH:139]2)[cH:140][cH:141]1>>[c:2]1(-[c:38]2[cH:39][n:40][n:41]([CH2:43][CH2:44][N:45]3[CH2:46][CH2:47][O:48][CH2:49][CH2:50]3)[cH:42]2)[cH:3][c:4]([N:22]([CH:23]2[CH2:24][CH2:25][O:26][CH2:27][CH2:28]2)[CH3:29])[c:5]([CH3:21])[c:6]([C:7](=[O:8])[NH:9][CH2:10][c:11]2[c:12](=[O:19])[nH:13][c:14]([CH3:18])[cH:15][c:16]2[CH3:17])[cH:20]1. Product: Cc1cc(C)c(CNC(=O)c2cc(-c3cnn(CCN4CCOCC4)c3)cc(N(C)C3CCOCC3)c2C)c(=O)[nH]1. The reactants are CN1CCC(CC1)(O)C1=CC=CC=C1 (1-methyl-4-phenyl-4-piperidinol), [H-].[Na+] (sodium hydride), ClC1=NC2=CC=CC=C2C=C1 (2-chloroquinoline), O (water). Run in CS(=O)C (DMSO), CS(=O)C (DMSO). The product is CN1CCC(CC1)(OC1=NC2=CC=CC=C2C=C1)C1=CC=CC=C1 (2-(1-Methyl-4-phenyl-4-piperidinyloxy)quinoline). The yield is 23.6%. RXN SMILES: [CH3:1][N:2]1[CH2:7][CH2:6][C:5]([C:9]2[CH:14]=[CH:13][CH:12]=[CH:11][CH:10]=2)([OH:8])[CH2:4][CH2:3]1.[H-].[Na+].Cl[C:18]1[CH:27]=[CH:26][C:25]2[C:20](=[CH:21][CH:22]=[CH:23][CH:24]=2)[N:19]=1.O>CS(C)=O>[CH3:1][N:2]1[CH2:7][CH2:6][C:5]([C:9]2[CH:14]=[CH:13][CH:12]=[CH:11][CH:10]=2)([O:8][C:18]2[CH:27]=[CH:26][C:25]3[C:20](=[CH:21][CH:22]=[CH:23][CH:24]=3)[N:19]=2)[CH2:4][CH2:3]1 |f:1.2|. Procedure details: A solution of 1-methyl-4-phenyl-4-piperidinol (7.65 g, 40 mM) in DMSO (50 ml) was treated with 50% sodium hydride dispersion (2 g, 40 mM) and warmed to 80° until a homogenous solution was obtained. After cooling to room temperature, the mixture was treated with a solution of 2-chloroquinoline (6.55 g, 40 mM) in DMSO (10 ml). After 24 hours the mixture was poured on to water (250 ml) and extracted with toluene (3×250 ml). After drying and evaporation of the solvents, the residue crystallised from...